This data is from the Open Reaction Database (ORD), a public repository of structured organic reaction records. The task is: describe an organic reaction: reactants, conditions, products, and yield Reactants: CC(C)(C)OC(=O)NC(CN)c1ccccc1, ClCCl, O=C1CCOCC1. The product is CC(C)(C)OC(=O)NC(CNC1CCOCC1)c1ccccc1. As a reaction SMILES: [C:1]([CH3:2])([CH3:3])([CH3:4])[O:5][C:6]([NH:7][CH:8]([CH2:9][NH2:10])[c:11]1[cH:12][cH:13][cH:14][cH:15][cH:16]1)=[O:17].[Cl:25][CH2:26][Cl:27].[O:18]1[CH2:19][CH2:20][C:21](=[O:24])[CH2:22][CH2:23]1>>[C:1]([CH3:2])([CH3:3])([CH3:4])[O:5][C:6]([NH:7][CH:8]([CH2:9][NH:10][CH:21]1[CH2:20][CH2:19][O:18][CH2:23][CH2:22]1)[c:11]1[cH:12][cH:13][cH:14][cH:15][cH:16]1)=[O:17]. Starting materials: O=C([O-])O, CC(=O)O, CC(=O)C1CCC2C3CCC4CC5OC5CC4(C)C3C(OC(=O)CCl)CC12C, [Na+]. Reaction SMILES: [C:29](=[O:30])([OH:31])[O-:32].[CH3:34][C:35]([OH:36])=[O:37].[Cl:1][CH2:2][C:3](=[O:4])[O:5][CH:6]1[CH:7]2[C:8]3([CH3:28])[CH2:9][CH:10]4[CH:11]([CH2:12][CH:13]3[CH2:14][CH2:15][CH:16]2[CH:17]2[CH2:18][CH2:19][CH:20]([C:21]([CH3:22])=[O:23])[C:24]2([CH3:26])[CH2:25]1)[O:27]4.[Na+:33]>>[Cl:1][CH2:2][C:3](=[O:4])[O:5][CH:6]1[CH:7]2[C:8]3([CH3:28])[CH2:9][CH:10]([O:37][C:35]([CH3:34])=[O:36])[CH:11]([OH:27])[CH2:12][CH:13]3[CH2:14][CH2:15][CH:16]2[CH:17]2[CH2:18][CH2:19][CH:20]([C:21]([CH3:22])=[O:23])[C:24]2([CH3:26])[CH2:25]1. Product: CC(=O)OC1CC2(C)C(CCC3C4CCC(C(C)=O)C4(C)CC(OC(=O)CCl)C32)CC1O. Reactants: O=C(Cl)Oc1ccc([N+](=O)[O-])cc1, CSc1nc(-c2cccc(O)c2)c2c(N)c(C(=O)NC(C)(C)C)sc2n1. The product is CSc1nc(-c2cccc(OC(=O)Oc3ccc([N+](=O)[O-])cc3)c2)c2c(N)c(C(=O)NC(C)(C)C)sc2n1. Reaction SMILES: [Cl:27][C:28](=[O:29])[O:30][c:31]1[cH:32][cH:33][c:34]([N+:37](=[O:38])[O-:39])[cH:35][cH:36]1.[NH2:1][c:2]1[c:3]([C:20](=[O:21])[NH:22][C:23]([CH3:24])([CH3:25])[CH3:26])[s:4][c:5]2[n:6][c:7]([S:18][CH3:19])[n:8][c:9](-[c:11]3[cH:12][c:13]([OH:17])[cH:14][cH:15][cH:16]3)[c:10]12>>[NH2:1][c:2]1[c:3]([C:20](=[O:21])[NH:22][C:23]([CH3:24])([CH3:25])[CH3:26])[s:4][c:5]2[n:6][c:7]([S:18][CH3:19])[n:8][c:9](-[c:11]3[cH:12][c:13]([O:17][C:28](=[O:29])[O:30][c:31]4[cH:32][cH:33][c:34]([N+:37](=[O:38])[O-:39])[cH:35][cH:36]4)[cH:14][cH:15][cH:16]3)[c:10]12. The reactants are CCCCCc1ccc(NC(=O)C(C)C)cn1, CC(=O)[O-], CC(=O)O, CC(=O)OC(C)=O, [K+], O=NCl. Product: CCCCCc1ccc(N(N=O)C(=O)C(C)C)cn1. RXN SMILES: [CH2:1]([CH2:2][CH2:3][CH2:4][CH3:5])[c:6]1[n:7][cH:8][c:9]([NH:12][C:13]([CH:14]([CH3:15])[CH3:16])=[O:17])[cH:10][cH:11]1.[CH3:19][C:20](=[O:21])[O-:22].[CH3:26][C:27](=[O:28])[OH:29].[CH3:30][C:31]([O:32][C:33](=[O:34])[CH3:35])=[O:36].[K+:18].[N:23](=[O:24])[Cl:25]>>[CH2:1]([CH2:2][CH2:3][CH2:4][CH3:5])[c:6]1[n:7][cH:8][c:9]([N:12]([C:13]([CH:14]([CH3:15])[CH3:16])=[O:17])[N:23]=[O:24])[cH:10][cH:11]1. Yields the product C(C)N1N=C(C(C2=CC(=C(C=C12)OCC1=CC=C(C=C1)OC)OCC1=CC=C(C=C1)OC)=O)CN1CCCCC1 (1-ethyl-6,7-bis((4-methoxybenzyl)oxy)-3-(piperidin-1-ylmethyl)cinnolin-4(1H)-one). Starting materials: N1CCCCC1 (piperidine), C(C)N1N=C(C(C2=CC(=C(C=C12)OCC1=CC=C(C=C1)OC)OCC1=CC=C(C=C1)OC)=O)CO (1-ethyl-3-(hydroxymethyl)-6,7-bis((4-methoxybenzyl)oxy)cinnolin-4(1H)-one), CS(=O)(=O)Cl (methanesulfonyl chloride), TEA. Conditions: time 2 hour. Solvent: ClCCl (dichloromethane), ClCCl (Dichloromethane). Yield: 57.0%. Reported procedure: To a suspension of 1-ethyl-3-(hydroxymethyl)-6,7-bis((4-methoxybenzyl)oxy)cinnolin-4(1H)-one (Example 8d) (2.13 g, 4.47 mmol) in Dichloromethane (DCM) (40 mL) in an ice bath under N2 was added TEA (1.495 mL, 10.73 mmol) followed by methanesulfonyl chloride (0.627 mL, 8.05 mmol) (white suspension turned into a light yellow clear solution). The mixture was stirred in an ice bath for 2 h, and then the above reaction mixture was added dropwise into a stirred solution of piperidine (1.195 mL, 12.07 m... As a reaction SMILES: [CH2:1]([N:3]1[C:12]2[C:7](=[CH:8][C:9]([O:23][CH2:24][C:25]3[CH:30]=[CH:29][C:28]([O:31][CH3:32])=[CH:27][CH:26]=3)=[C:10]([O:13][CH2:14][C:15]3[CH:20]=[CH:19][C:18]([O:21][CH3:22])=[CH:17][CH:16]=3)[CH:11]=2)[C:6](=[O:33])[C:5]([CH2:34]O)=[N:4]1)[CH3:2].CS(Cl)(=O)=O.[NH:41]1[CH2:46][CH2:45][CH2:44][CH2:43][CH2:42]1>ClCCl>[CH2:1]([N:3]1[C:12]2[C:7](=[CH:8][C:9]([O:23][CH2:24][C:25]3[CH:26]=[CH:27][C:28]([O:31][CH3:32])=[CH:29][CH:30]=3)=[C:10]([O:13][CH2:14][C:15]3[CH:16]=[CH:17][C:18]([O:21][CH3:22])=[CH:19][CH:20]=3)[CH:11]=2)[C:6](=[O:33])[C:5]([CH2:34][N:41]2[CH2:46][CH2:45][CH2:44][CH2:43][CH2:42]2)=[N:4]1)[CH3:2]. The reactants are Intermediate 223E, C(CCC)OC1=CC=C(C=C1)N\N=C\C(=O)OCC ((E)-ethyl 2-(2-(4-butoxyphenyl)hydrazono)acetate), [N+](=O)([O-])C(=CC1=C(C=C(C(=O)OC(C)(C)C)C=C1)C(=O)N1CC2=CC=CC=C2CC1)CCCC (tert-butyl 4-(2-nitrohex-1-enyl)-3-(1,2,3,4-tetrahydroisoquinoline-2-carbonyl)benzoate). The product is C(C)(C)(C)OC(=O)C1=CC(=C(C=C1)C=1C(=NN(C1CCCC)C1=CC=C(C=C1)OCCCC)C(=O)OCC)C(=O)N1CC2=CC=CC=C2CC1 (Ethyl 4-(4-(tert-butoxycarbonyl)-2-(1,2,3,4-tetrahydroisoquinoline-2-carbonyl)phenyl)-1-(4-butoxyphenyl)-5-butyl-1H-pyrazole-3-carboxylate). Yield: 69.7%. RXN SMILES: [CH2:1]([O:5][C:6]1[CH:11]=[CH:10][C:9]([NH:12]/[N:13]=[CH:14]/[C:15]([O:17][CH2:18][CH3:19])=[O:16])=[CH:8][CH:7]=1)[CH2:2][CH2:3][CH3:4].[N+]([C:23]([CH2:50][CH2:51][CH2:52][CH3:53])=[CH:24][C:25]1[CH:37]=[CH:36][C:28]([C:29]([O:31][C:32]([CH3:35])([CH3:34])[CH3:33])=[O:30])=[CH:27][C:26]=1[C:38]([N:40]1[CH2:49][CH2:48][C:47]2[C:42](=[CH:43][CH:44]=[CH:45][CH:46]=2)[CH2:41]1)=[O:39])([O-])=O>>[C:32]([O:31][C:29]([C:28]1[CH:36]=[CH:37][C:25]([C:24]2[C:14]([C:15]([O:17][CH2:18][CH3:19])=[O:16])=[N:13][N:12]([C:9]3[CH:10]=[CH:11][C:6]([O:5][CH2:1][CH2:2][CH2:3][CH3:4])=[CH:7][CH:8]=3)[C:23]=2[CH2:50][CH2:51][CH2:52][CH3:53])=[C:26]([C:38]([N:40]2[CH2:49][CH2:48][C:47]3[C:42](=[CH:43][CH:44]=[CH:45][CH:46]=3)[CH2:41]2)=[O:39])[CH:27]=1)=[O:30])([CH3:33])([CH3:34])[CH3:35]. Reported procedure: Following a procedure analogous to that for the synthesis of Intermediate 223E, (E)-ethyl 2-(2-(4-butoxyphenyl)hydrazono)acetate (51 mg, 0.19 mmol) and tert-butyl 4-(2-nitrohex-1-enyl)-3-(1,2,3,4-tetrahydroisoquinoline-2-carbonyl)benzoate (90 mg, 0.19 mmol) were converted to the title compound (90 mg, 68%) as a pale yellow oil. 1H NMR (CDCl3, 1:1 mixture of amide rotamers) δ 8.11 (dd, J=8, 2 Hz, 1H), 8.07-8.05 (m, 1H), 7.46-6.88 (m, 9H), 5.02-4.98 (m, 1H), 4.48-4.38 (m, 1H), 4.33-4.28 (m, 2H), 4... The reactants are ICCCCCCCCCCCCCCCC(=O)OCC (ethyl 16-iodohexadecanoate), organozinc, IC1=CC=C(C=C1)CCBr (2-(p-iodophenyl)ethyl bromide). Yields the product IC1=CC=C(C=C1)CCCCCCCCCCCCCCCCCC(=O)OCC (Ethyl 18-(p-iodophenyl)octadecanoate). As a reaction SMILES: I[CH2:2][CH2:3][CH2:4][CH2:5][CH2:6][CH2:7][CH2:8][CH2:9][CH2:10][CH2:11][CH2:12][CH2:13][CH2:14][CH2:15][CH2:16][C:17]([O:19][CH2:20][CH3:21])=[O:18].[I:22][C:23]1[CH:28]=[CH:27][C:26]([CH2:29][CH2:30]Br)=[CH:25][CH:24]=1>>[I:22][C:23]1[CH:28]=[CH:27][C:26]([CH2:29][CH2:30][CH2:2][CH2:3][CH2:4][CH2:5][CH2:6][CH2:7][CH2:8][CH2:9][CH2:10][CH2:11][CH2:12][CH2:13][CH2:14][CH2:15][CH2:16][C:17]([O:19][CH2:20][CH3:21])=[O:18])=[CH:25][CH:24]=1. Reported procedure: Another approach is shown in SCHEME III. It can be described as C16+IPhC2=IPhC18. The C16 fragment 43 originates from relatively inexpensive 16-hexadecanolactone 31. Lactone cleavage with trimethylsilyl iodide in the presence of ethanol results in ethyl 16-iodohexadecanoate 43. Iodoester 43 is coupled with organozinc reagent 44 made from 2-(p-iodophenyl)ethyl bromide to give ester 37 which has all 18 carbons chain required for NM404. Ester 37 is converted into 18-(p-iodophenyl)octadecanol 12 in ... Reactants: C(OC)(OC)OC (trimethyl orthoformate), C(=O)(OC(C)(C)C)N1[C@@H](C=O)CCC1 (N-Boc-D-prolinal), C(C)(=O)O (acetic acid), C(#N)[BH3-].[Na+] (sodium cyanoborohydride), N1C(=NC=C1)CNCC1=C(C(=O)NCCCCN(CCC)CCC)C=CC=C1 ([N-(1H-imidazol-2-ylmethyl)amino]methyl-N-(4-dipropylaminobutyl)benzamide). Solvent: CO (methanol). Run at time 10 minute. Yields the product C(CC)N(CCCCNC(C1=CC=C(C=C1)CN(C[C@@H]1NCCC1)CC=1NC=CN1)=O)CCC (N-(4-dipropylaminobutyl)-4-{[(1H-imidazol-2-ylmethyl)-((2R)-pyrrolidin-2-ylmethyl)-amino]-methyl}-benzamide). Reaction SMILES: [NH:1]1[CH:5]=[CH:4][N:3]=[C:2]1[CH2:6][NH:7][CH2:8][C:9]1[CH:28]=[CH:27][CH:26]=[CH:25][C:10]=1C(NCCCCN(CCC)CCC)=O.C([O:34][CH3:35])(OC)OC.C([N:43]1[CH2:49][CH2:48][CH2:47][C@@H:44]1[CH:45]=O)(OC(C)(C)C)=O.[C:50]([BH3-])#[N:51].[Na+].[C:54](O)(=O)[CH3:55]>CO>[CH2:26]([N:51]([CH2:50][CH2:54][CH3:55])[CH2:25][CH2:10][CH2:9][CH2:8][NH:7][C:35](=[O:34])[C:26]1[CH:25]=[CH:10][C:9]([CH2:8][N:7]([CH2:6][C:2]2[NH:1][CH:5]=[CH:4][N:3]=2)[CH2:45][C@H:44]2[CH2:47][CH2:48][CH2:49][NH:43]2)=[CH:28][CH:27]=1)[CH2:27][CH3:28] |f:3.4|. Procedure details: The compound (53.8 mg) obtained in Example 1-4 was dissolved in methanol (0.8 ml). Then, the solution was added with trimethyl orthoformate (50 μl), acetic acid (50 μl), N-Boc-D-prolinal (manufactured by Aldrich Corporation) (25.7 mg) and stirred at room temperature for 10 minutes. Subsequently, sodium cyanoborohydride (24.4 mg) was added, followed by stirring overnight at room temperature. The solvent was distilled off under reduced pressure and the residue was then dissolved in chloroform, fol... Starting materials: O=Cc1cc(Br)cs1, CC(=O)O[BH-](OC(C)=O)OC(C)=O, CNC, CC(=O)O, ClCCCl, ClCCl, [Na+]. Product: CN(C)Cc1cc(Br)cs1. As a reaction SMILES: [Br:1][c:2]1[cH:3][c:4]([CH:7]=[O:8])[s:5][cH:6]1.[C:9]([O:10][BH-:11]([O:12][C:13](=[O:14])[CH3:15])[O:16][C:17](=[O:18])[CH3:19])(=[O:20])[CH3:21].[CH3:23][NH:24][CH3:25].[CH3:26][C:27](=[O:28])[OH:29].[Cl:30][CH2:31][CH2:32][Cl:33].[Cl:34][CH2:35][Cl:36].[Na+:22]>>[Br:1][c:2]1[cH:3][c:4]([CH2:7][N:24]([CH3:23])[CH3:25])[s:5][cH:6]1. Reactants: [BH4-].[Na+] (sodium borohydride), N (ammonia), ClC1=CC=C(C=C1)C1(CCC1)C(CC(CC)(C)O)=NO (1-[1-(4-chlorophenyl)cyclobutyl]-3-hydroxy-3-methylpentan-1-one oxime), O (Water). Reagents/catalysts: [Ti](Cl)(Cl)(Cl)Cl (titanium (IV) chloride). Solvent: COCCOC (1,2-dimethoxyethane), COCCOC (1,2-dimethoxyethane). Run at time 14 hour. Yields the product NC(CC(CC)(O)C)C1(CCC1)C1=CC=C(C=C1)Cl (1-amino-1-[1-(4-chlorophenyl)cyclobutyl]-3-methylpentan-3-ol). Reaction SMILES: [Cl:1][C:2]1[CH:7]=[CH:6][C:5]([C:8]2([C:12](=[N:19]O)[CH2:13][C:14]([OH:18])([CH3:17])[CH2:15][CH3:16])[CH2:11][CH2:10][CH2:9]2)=[CH:4][CH:3]=1.[BH4-].[Na+].O.N>COCCOC.[Ti](Cl)(Cl)(Cl)Cl>[NH2:19][CH:12]([C:8]1([C:5]2[CH:4]=[CH:3][C:2]([Cl:1])=[CH:7][CH:6]=2)[CH2:11][CH2:10][CH2:9]1)[CH2:13][C:14]([CH3:17])([OH:18])[CH2:15][CH3:16] |f:1.2|. Procedure: A solution of 1-[1-(4-chlorophenyl)cyclobutyl]-3-hydroxy-3-methylpentan-1-one oxime (4.6 g) in dry 1,2-dimethoxyethane (16 ml) was added at 0° C. over a period of 40 minutes to the mixture prepared by adding titanium (IV) chloride (3.6 ml) dropwise and then sodium borohydride (2.5 g) portionwise to stirred dry 1,2-dimethoxyethane (62 ml) at 0° C. under nitrogen. The reaction mixture was stirred for 14 hours at room temperature under nitrogen and cooled to 0° C. Water (160 ml) was added dropwise ...